This data is from the Open Reaction Database (ORD), a public repository of structured organic reaction records. The task is: describe an organic reaction: reactants, conditions, products, and yield The reactants are [Br-], COc1ccc2cc(Br)ccc2c1C=O, C1CCOC1, CC(C)(C)[O-], C[P+](c1ccccc1)(c1ccccc1)c1ccccc1, [K+]. Product: C=Cc1c(OC)ccc2cc(Br)ccc12. Reaction SMILES: [Br-:22].[Br:7][c:8]1[cH:9][c:10]2[cH:11][cH:12][c:13]([O:20][CH3:21])[c:14]([CH:18]=[O:19])[c:15]2[cH:16][cH:17]1.[CH2:43]1[O:44][CH2:45][CH2:46][CH2:47]1.[CH3:1][C:2]([CH3:3])([O-:4])[CH3:5].[CH3:23][P+:24]([c:25]1[cH:26][cH:27][cH:28][cH:29][cH:30]1)([c:31]1[cH:32][cH:33][cH:34][cH:35][cH:36]1)[c:37]1[cH:38][cH:39][cH:40][cH:41][cH:42]1.[K+:6]>>[CH2:1]=[CH:18][c:14]1[c:13]([O:20][CH3:21])[cH:12][cH:11][c:10]2[cH:9][c:8]([Br:7])[cH:17][cH:16][c:15]21. Reactants: O=C(C(=O)OCC)C=1C=C2C3(C(N(C2=CC1)C)N(CC3)C)C (1,2,3,3a,8,8a-hexahydro-α-oxo-1,3a,8-trimethyl-5-pyrrolo[2,3-b]indole acetic acid, ethyl ester), [OH-].[K+] (KOH). The solvent is C(C)O (ethanol), O (water). Reaction conditions: temperature 0 celsius, time 30 minute. The product is O=C(C(=O)O)C=1C=C2C3(C(N(C2=CC1)C)N(CC3)C)C (1,2,3,3a,8,8a-hexahydro-α-oxo-1,3a,8-trimethyl-5-pyrrolo[2,3-b]indole acetic acid). Reaction SMILES: [O:1]=[C:2]([C:8]1[CH:9]=[C:10]2[C:14](=[CH:15][CH:16]=1)[N:13]([CH3:17])[CH:12]1[N:18]([CH3:21])[CH2:19][CH2:20][C:11]21[CH3:22])[C:3]([O:5]CC)=[O:4].[OH-].[K+]>C(O)C.O>[O:1]=[C:2]([C:8]1[CH:9]=[C:10]2[C:14](=[CH:15][CH:16]=1)[N:13]([CH3:17])[CH:12]1[N:18]([CH3:21])[CH2:19][CH2:20][C:11]21[CH3:22])[C:3]([OH:5])=[O:4] |f:1.2|. Procedure details: To a 0° C. solution of 1,2,3,3a,8,8a-hexahydro-α-oxo-1,3a,8-trimethyl-5-pyrrolo[2,3-b]indole acetic acid, ethyl ester (0.25 g) in 95% ethanol (1.0 ml) was added a solution of 0.14 g of KOH in water (1.0 ml). The mixture was stirred at 0° C. for 30 minutes and then refluxed for 4 hours. The solution was cooled, the ethanol was removed under reduced pressure and the remaining aqueous residue was diluted with water (3.0 ml), cooled to 0° C. and neutralized with a 1.0N aqueous HCl solution. The wate... Reactants: CN=C=O (methyl isocyanate), NC1=CC(=C(OCCCN2CCN(CC2)C2=CC=CC=C2)C=C1)OC (1-[3-(4-amino-2-methoxyphenoxy)-n-propyl]-4-phenylpiperazine). The solvent is C1=CC=CC=C1 (benzene). Reaction conditions: time 95 hour. The product is CNC(NC1=CC(=C(OCCCN2CCN(CC2)C2=CC=CC=C2)C=C1)OC)=O (1-{3-[4-(3-methylureido)-2-methoxyphenoxy]-n-propyl}-4-phenyl-piperazine). Isolated yield 95.1%. RXN SMILES: [CH3:1][N:2]=[C:3]=[O:4].[NH2:5][C:6]1[CH:27]=[CH:26][C:9]([O:10][CH2:11][CH2:12][CH2:13][N:14]2[CH2:19][CH2:18][N:17]([C:20]3[CH:25]=[CH:24][CH:23]=[CH:22][CH:21]=3)[CH2:16][CH2:15]2)=[C:8]([O:28][CH3:29])[CH:7]=1>C1C=CC=CC=1>[CH3:1][NH:2][C:3](=[O:4])[NH:5][C:6]1[CH:27]=[CH:26][C:9]([O:10][CH2:11][CH2:12][CH2:13][N:14]2[CH2:15][CH2:16][N:17]([C:20]3[CH:25]=[CH:24][CH:23]=[CH:22][CH:21]=3)[CH2:18][CH2:19]2)=[C:8]([O:28][CH3:29])[CH:7]=1. Procedure details: 260 mg of methyl isocyanate are added to a solution of 1.0 g of 1-[3-(4-amino-2-methoxyphenoxy)-n-propyl]-4-phenylpiperazine in 60 ml of anhydrous benzene, and the mixture is stirred at room temperature for 95 hours. The crystalline precipitates are collected by filtration, and then recrystallized from isopropyl alcohol. 1.11 g of 1-{3-[4-(3-methylureido)-2-methoxyphenoxy]-n-propyl}-4-phenyl-piperazine are thereby obtained as colorless needles. Yield: 93% Starting materials: ClC=1C=C(CN2C(CNCC2)C2=CC=CC=C2)C=CC1Cl (1-(3',4'-Dichloro benzyl)-2-phenyl piperazine), C(C)N(CC)CCCl (diethylamino ethylchloride), O1CCN(CC1)CCCl (morpholino ethylchloride), Example 3 ( b ), Example 3 ( c ). The product is ClC=1C=C(CN2C(CN(CC2)CCN2CCOCC2)C2=CC=CC=C2)C=CC1Cl (1-(3',4'-Dichloro benzyl)-2-phenyl-4-morpholino ethyl piperazine). RXN SMILES: [Cl:1][C:2]1[CH:3]=[C:4]([CH:18]=[CH:19][C:20]=1[Cl:21])[CH2:5][N:6]1[CH2:11][CH2:10][NH:9][CH2:8][CH:7]1[C:12]1[CH:17]=[CH:16][CH:15]=[CH:14][CH:13]=1.C(N(CCCl)CC)C.[O:30]1[CH2:35][CH2:34][N:33]([CH2:36][CH2:37]Cl)[CH2:32][CH2:31]1>>[Cl:1][C:2]1[CH:3]=[C:4]([CH:18]=[CH:19][C:20]=1[Cl:21])[CH2:5][N:6]1[CH2:11][CH2:10][N:9]([CH2:37][CH2:36][N:33]2[CH2:34][CH2:35][O:30][CH2:31][CH2:32]2)[CH2:8][CH:7]1[C:12]1[CH:17]=[CH:16][CH:15]=[CH:14][CH:13]=1. Procedure: 1-(3',4'-Dichloro benzyl)-2-phenyl piperazine prepared according to Example 3 (b), is akylated by following the procedure described in Example 3 (c) whereby, in place of diethylamino ethylchloride, the equimolecular amount of morpholino ethylchloride is used. The resulting reaction product is obtained in the form of a light yellow oil boiling at 230° C./0.04 mm. Hg. Reported procedure: The title compound is prepared from N-(1-cyano-piperidin-4-yl)-N-cyclopropyl-4-oxazol-5-yl-benzamide and 4-bromo-N-hydroxy-benzamidine following a procedure analogous to that described in Example 1. LC (method 6): tR=2.08 min; Mass spectrum (ESI+): m/z=534/536 (Br) [M+H]+. RXN SMILES: [C:1]([N:3]1[CH2:8][CH2:7][CH:6]([N:9]([CH:23]2[CH2:25][CH2:24]2)[C:10](=[O:22])[C:11]2[CH:16]=[CH:15][C:14]([C:17]3[O:21][CH:20]=[N:19][CH:18]=3)=[CH:13][CH:12]=2)[CH2:5][CH2:4]1)#[N:2].[Br:26][C:27]1[CH:36]=[CH:35][C:30]([C:31]([NH:33][OH:34])=N)=[CH:29][CH:28]=1>>[Br:26][C:27]1[CH:36]=[CH:35][C:30]([C:31]2[N:2]=[C:1]([N:3]3[CH2:4][CH2:5][CH:6]([N:9]([CH:23]4[CH2:25][CH2:24]4)[C:10](=[O:22])[C:11]4[CH:12]=[CH:13][C:14]([C:17]5[O:21][CH:20]=[N:19][CH:18]=5)=[CH:15][CH:16]=4)[CH2:7][CH2:8]3)[O:34][N:33]=2)=[CH:29][CH:28]=1. The product is BrC1=CC=C(C=C1)C1=NOC(=N1)N1CCC(CC1)N(C(C1=CC=C(C=C1)C1=CN=CO1)=O)C1CC1 (N-{1-[3-(4-Bromo-phenyl)-[1,2,4]oxadiazol-5-yl]-piperidin-4-yl}-N-cyclopropyl-4-oxazol-5-yl-benzamide). Starting materials: C(#N)N1CCC(CC1)N(C(C1=CC=C(C=C1)C1=CN=CO1)=O)C1CC1 (N-(1-cyano-piperidin-4-yl)-N-cyclopropyl-4-oxazol-5-yl-benzamide), BrC1=CC=C(C(=N)NO)C=C1 (4-bromo-N-hydroxy-benzamidine). Reactants: CO, CC(=O)NCC1CN(c2ccc(N3CCC(=O)C(C)(C)C3)c(F)c2)C(=O)O1. Product: CC(=O)NCC1CN(c2ccc(N3CCC(O)C(C)(C)C3)c(F)c2)C(=O)O1. As a reaction SMILES: [CH3:28][OH:29].[O:1]=[C:2]1[C:3]([CH3:26])([CH3:27])[CH2:4][N:5]([c:8]2[c:9]([F:25])[cH:10][c:11]([N:14]3[C:15](=[O:24])[O:16][CH:17]([CH2:19][NH:20][C:21]([CH3:22])=[O:23])[CH2:18]3)[cH:12][cH:13]2)[CH2:6][CH2:7]1>>[OH:1][CH:2]1[C:3]([CH3:26])([CH3:27])[CH2:4][N:5]([c:8]2[c:9]([F:25])[cH:10][c:11]([N:14]3[C:15](=[O:24])[O:16][CH:17]([CH2:19][NH:20][C:21]([CH3:22])=[O:23])[CH2:18]3)[cH:12][cH:13]2)[CH2:6][CH2:7]1.